This data is from the Open Reaction Database (ORD), a public repository of structured organic reaction records. The task is: describe an organic reaction: reactants, conditions, products, and yield The reactants are COc1ccc(-c2ccc3cc(C=O)ccc3c2)cc1C12CC3CC(CC(C3)C1)C2, CC(C)C[AlH]CC(C)C, Cc1ccccc1. Yields the product COc1ccc(-c2ccc3cc(CO)ccc3c2)cc1C12CC3CC(CC(C3)C1)C2. RXN SMILES: [C:1]12([c:11]3[cH:12][c:13](-[c:19]4[cH:20][c:21]5[cH:22][cH:23][c:24]([CH:29]=[O:30])[cH:25][c:26]5[cH:27][cH:28]4)[cH:14][cH:15][c:16]3[O:17][CH3:18])[CH2:2][CH:3]3[CH2:4][CH:5]([CH2:6][CH:7]([CH2:8]1)[CH2:9]3)[CH2:10]2.[CH3:31][CH:32]([CH2:33][AlH:34][CH2:35][CH:36]([CH3:37])[CH3:38])[CH3:39].[CH3:40][c:41]1[cH:42][cH:43][cH:44][cH:45][cH:46]1>>[C:1]12([c:11]3[cH:12][c:13](-[c:19]4[cH:20][c:21]5[cH:22][cH:23][c:24]([CH2:29][OH:30])[cH:25][c:26]5[cH:27][cH:28]4)[cH:14][cH:15][c:16]3[O:17][CH3:18])[CH2:2][CH:3]3[CH2:4][CH:5]([CH2:6][CH:7]([CH2:8]1)[CH2:9]3)[CH2:10]2. The reactants are C=O, CC(C)=O, ClCCl, CCOC(=O)C1CC(N)CCC1N1CCC(NC(=O)OCc2ccccc2)C1=O. Yields the product CCOC(=O)C1CC(N(C)C(C)C)CCC1N1CCC(NC(=O)OCc2ccccc2)C1=O. Reaction SMILES: [CH2:34]=[O:35].[CH3:30][C:31]([CH3:32])=[O:33].[Cl:36][CH2:37][Cl:38].[NH2:1][CH:2]1[CH2:3][CH2:4][CH:5]([N:13]2[C:14](=[O:29])[CH:15]([NH:18][C:19](=[O:20])[O:21][CH2:22][c:23]3[cH:24][cH:25][cH:26][cH:27][cH:28]3)[CH2:16][CH2:17]2)[CH:6]([C:8](=[O:9])[O:10][CH2:11][CH3:12])[CH2:7]1>>[N:1]([CH:2]1[CH2:3][CH2:4][CH:5]([N:13]2[C:14](=[O:29])[CH:15]([NH:18][C:19](=[O:20])[O:21][CH2:22][c:23]3[cH:24][cH:25][cH:26][cH:27][cH:28]3)[CH2:16][CH2:17]2)[CH:6]([C:8](=[O:9])[O:10][CH2:11][CH3:12])[CH2:7]1)([CH:31]([CH3:30])[CH3:32])[CH3:34]. Starting materials: CO, COC(=O)c1cc(C)c(Br)c([N+](=O)[O-])c1, [Na+], [OH-]. Yields the product Cc1cc(C(=O)O)cc([N+](=O)[O-])c1Br. As a reaction SMILES: [CH3:18][OH:19].[CH3:1][O:2][C:3]([c:4]1[cH:5][c:6]([N+:12](=[O:13])[O-:14])[c:7]([Br:11])[c:8]([CH3:10])[cH:9]1)=[O:15].[Na+:17].[OH-:16]>>[O:2]=[C:3]([c:4]1[cH:5][c:6]([N+:12](=[O:13])[O-:14])[c:7]([Br:11])[c:8]([CH3:10])[cH:9]1)[OH:15]. Starting materials: C(C)(C)(C)OC(=O)N1CC2CNCC2C1 (hexahydro-pyrrolo[3,4-c]pyrrole-2-carboxylic acid tert-butyl ester), BrC1=NC=C(C=C1)Br (2,5-dibromopyridine), tris(dibenzylidenacetone)dipalladium (0), C1(=CC=CC=C1)P(C1=C(C2=CC=CC=C2C=C1)C1=C(C=CC2=CC=CC=C12)P(C1=CC=CC=C1)C1=CC=CC=C1)C1=CC=CC=C1 (2,2′-bis(diphenyphosphino)-1,1′binaphthyl), CC(C)(C)[O-].[Na+] (NaOtBu). Solvent: C1(=CC=CC=C1)C (toluene). Reaction conditions: temperature 90 celsius. The product is C(C)(C)(C)OC(=O)N1CC2CN(CC2C1)C1=NC=C(C=C1)Br (5-(5-Bromo-pyridin-2-yl)-hexahydro-pyrrolo[3,4-c]pyrrole-2-carboxylic acid tert-butyl ester). Isolated yield 62.0%. As a reaction SMILES: [C:1]([O:5][C:6]([N:8]1[CH2:15][CH:14]2[CH:10]([CH2:11][NH:12][CH2:13]2)[CH2:9]1)=[O:7])([CH3:4])([CH3:3])[CH3:2].Br[C:17]1[CH:22]=[CH:21][C:20]([Br:23])=[CH:19][N:18]=1.C1(P(C2C=CC=CC=2)C2C=CC3C(=CC=CC=3)C=2C2C3C(=CC=CC=3)C=CC=2P(C2C=CC=CC=2)C2C=CC=CC=2)C=CC=CC=1.CC([O-])(C)C.[Na+]>C1(C)C=CC=CC=1>[C:1]([O:5][C:6]([N:8]1[CH2:9][CH:10]2[CH:14]([CH2:13][N:12]([C:17]3[CH:22]=[CH:21][C:20]([Br:23])=[CH:19][N:18]=3)[CH2:11]2)[CH2:15]1)=[O:7])([CH3:4])([CH3:2])[CH3:3] |f:3.4|. Reported procedure: To a solution of hexahydro-pyrrolo[3,4-c]pyrrole-2-carboxylic acid tert-butyl ester (7.0317 g, 33.2 mmol) in 180 mL toluene was added 2,5-dibromopyridine (22.03 g, 92.9 mmol), tris(dibenzylidenacetone)dipalladium (0) (Pd2(dba)3, Strem, 0.6087 g, 0.664 mmol), 2,2′-bis(diphenyphosphino)-1,1′binaphthyl (BINAP, Aldrich, 1.0506 g, 1.68 mmol), and NaOtBu (Aldrich, 4.778 g, 49.7 mmol. The reaction mixture was heated to 90° C. under dry N2 for 6 hours. The reaction mixture was cooled to room temperature... Conditions: time 6 hour. Run in CO (methanol), CO (methanol). Yields the product CC=1C=CC(=C(C1)C1=NN=C(S1)S)[N+](=O)[O-] (5-(5-Methyl-2-nitrophenyl)-1,3,4-thiadiazole-2-thiol). As a reaction SMILES: [SH-:1].[C+4:2].[SH-:3].[SH-].[SH-].[CH3:6][C:7]1[CH:8]=[CH:9][C:10]([N+:17]([O-:19])=[O:18])=[C:11]([CH:16]=1)[C:12]([NH:14][NH2:15])=O.[OH-].[K+]>CO>[CH3:6][C:7]1[CH:8]=[CH:9][C:10]([N+:17]([O-:19])=[O:18])=[C:11]([C:12]2[S:1][C:2]([SH:3])=[N:15][N:14]=2)[CH:16]=1 |f:0.1.2.3.4,6.7|. Yield: 51.0%. Reactants: [SH-].[C+4].[SH-].[SH-].[SH-] (Carbon bisulfide), CC=1C=CC(=C(C(=O)NN)C1)[N+](=O)[O-] (5-methyl-2-nitrobenzohydrazide), [OH-].[K+] (potassium hydroxide). Procedure details: Carbon bisulfide (4 ml) was added to a solution of 1.95 g (10 mmol) of 5-methyl-2-nitrobenzohydrazide in methanol (8 ml). A solution of 616 mg (11 mmol) of potassium hydroxide in methanol (10 ml) was then added thereto, and the mixture was stirred at room temperature for 6 hr. The precipitated crystal was collected by filtration and was dried. The dried crystal was then added dropwise to concentrated sulfuric acid (5 ml), and the mixture was stirred at room temperature for 3 hr. The reaction sol... Reactants: IC1=CC=C(C=C1)OC1=CC=C(C=C1)I (4-iodopheyl ether), N1CCOCC1 (morpholine), P(C(C)(C)C)(C(C)(C)C)C(C)(C)C (PtBu3), O([Na])C(C)(C)C (NaO-t-Bu). The reagents and catalysts are C=1C=CC(=CC1)/C=C/C(=O)/C=C/C2=CC=CC=C2.C=1C=CC(=CC1)/C=C/C(=O)/C=C/C2=CC=CC=C2.C=1C=CC(=CC1)/C=C/C(=O)/C=C/C2=CC=CC=C2.[Pd].[Pd] (Pd2(dba)3). Run in C1(=CC=CC=C1)C (toluene). Product: IC1=CC=C(OC2=CC=C(C=C2)N2CCOCC2)C=C1 (4-[4-(4-Iodo-phenoxy)-phenyl]-morpholine). Isolated yield 94.4%. Reaction SMILES: I[C:2]1[CH:7]=[CH:6][C:5]([O:8][C:9]2[CH:14]=[CH:13][C:12]([I:15])=[CH:11][CH:10]=2)=[CH:4][CH:3]=1.[NH:16]1[CH2:21][CH2:20][O:19][CH2:18][CH2:17]1.P(C(C)(C)C)(C(C)(C)C)C(C)(C)C.O(C(C)(C)C)[Na]>C1(C)C=CC=CC=1.C1C=CC(/C=C/C(/C=C/C2C=CC=CC=2)=O)=CC=1.C1C=CC(/C=C/C(/C=C/C2C=CC=CC=2)=O)=CC=1.C1C=CC(/C=C/C(/C=C/C2C=CC=CC=2)=O)=CC=1.[Pd].[Pd]>[I:15][C:12]1[CH:13]=[CH:14][C:9]([O:8][C:5]2[CH:6]=[CH:7][C:2]([N:16]3[CH2:21][CH2:20][O:19][CH2:18][CH2:17]3)=[CH:3][CH:4]=2)=[CH:10][CH:11]=1 |f:5.6.7.8.9|. Reported procedure: The title compound (0.36 g, 99%) was prepared from 4-iodopheyl ether (0.42 g, 1 mmol) and morpholine (0.087 g, 1 mmol) in the presence of Pd2(dba)3 (0.027 g, 0.03 mmol), PtBu3 (0.058 g. 0.28 mmol) and NaO-t-Bu (0.095 g, 1 mmol) in toluene by using the procedure described in step 1 of Example 17: MS (ESI) m/z 382 (M+H); 1H NMR (400 MHz, CDCl3) δ 3.12 (t, J=4.8, 4H), 3.87 (t, J=4.8 Hz, 4H), 6.69-6.72 (m, 2H), 6.89-6.92 (m, 4H), 7.55-7.57 (m, 2H). Starting materials: CO, Cl, [Na+], [OH-], CCOC(=O)Cn1nc(-c2ccccc2O)nc1-c1ccccc1O. Product: O=C(O)Cn1nc(-c2ccccc2O)nc1-c1ccccc1O. RXN SMILES: [CH3:29][OH:30].[ClH:28].[Na+:27].[OH-:26].[OH:1][c:2]1[c:3](-[c:8]2[n:9][n:10]([CH2:20][C:21](=[O:22])[O:23][CH2:24][CH3:25])[c:11](-[c:13]3[c:14]([OH:19])[cH:15][cH:16][cH:17][cH:18]3)[n:12]2)[cH:4][cH:5][cH:6][cH:7]1>>[OH:1][c:2]1[c:3](-[c:8]2[n:9][n:10]([CH2:20][C:21](=[O:22])[OH:23])[c:11](-[c:13]3[c:14]([OH:19])[cH:15][cH:16][cH:17][cH:18]3)[n:12]2)[cH:4][cH:5][cH:6][cH:7]1. Reactants: N([C@@H](C(C)C)C(=O)O)C(=O)OC(C)(C)C (Boc-(L)-Val-OH), CCN(C(C)C)C(C)C (DIPEA), C1=CC=C2C(=C1)N=NN2O.O (HOBT hydrate), CCN=C=NCCCN(C)C.Cl (EDCI hydrochloride), intermediate 1.4, C(=O)(O)[O-].[Na+] (NaHCO3). Reagents/catalysts: CN(C)C=1C=CN=CC1 (DMAP). Solvent: C(Cl)Cl (DCM). Conditions: time 6 hour. Product: C(CCC)OC(=O)N1CCN(CC1)C([C@H](C(C)C)NC(=O)OC(C)(C)C)=O (4-((S)-2-tert-Butoxycarbonylamino-3-methyl-butyryl)-piperazine-1-carboxylic acid butyl ester). As a reaction SMILES: [NH:1]([C:9]([O:11][C:12]([CH3:15])([CH3:14])[CH3:13])=[O:10])[C@H:2]([C:6]([OH:8])=O)[CH:3]([CH3:5])[CH3:4].CC[N:18]([CH:22]([CH3:24])C)[CH:19]([CH3:21])C.[CH:25]1[CH:30]=C2N=NN(O)C2=[CH:27][CH:26]=1.O.CC[N:38]=C=NCCCN(C)C.Cl.[C:48]([O-:51])(O)=[O:49].[Na+]>C(Cl)Cl.CN(C1C=CN=CC=1)C>[CH2:30]([O:51][C:48]([N:18]1[CH2:19][CH2:21][N:38]([C:6](=[O:8])[C@@H:2]([NH:1][C:9]([O:11][C:12]([CH3:15])([CH3:14])[CH3:13])=[O:10])[CH:3]([CH3:4])[CH3:5])[CH2:24][CH2:22]1)=[O:49])[CH2:25][CH2:26][CH3:27] |f:2.3,4.5,6.7|. Procedure details: To a solution of Boc-(L)-Val-OH (400 mg) in DCM (12 mL) were added DIPEA (0.991 mL), DMAP (22 mg), HOBT hydrate (298 mg), EDCI hydrochloride (423 mg) and intermediate 1.4 (343 mg). The mixture was stirred at RT for 6 h. An aq. NaHCO3 solution was added to the mixture and the phases were separated. The org. phase was washed with brine, dried (MgSO4) and evaporated off to afford 844 mg of the desired compound as beige oil. The reactants are Cc1cc(-c2ncn3c2c(=O)n(C(C)(C)C)c2ccccc23)on1, CCO, Cl, O. Product: Cc1cc(-c2ncn3c2c(=O)[nH]c2ccccc23)on1. As a reaction SMILES: [C:1]([CH3:2])([CH3:3])([CH3:4])[n:5]1[c:6](=[O:24])[c:7]2[n:8]([c:9]3[cH:10][cH:11][cH:12][cH:13][c:14]13)[cH:15][n:16][c:17]2-[c:18]1[cH:19][c:20]([CH3:23])[n:21][o:22]1.[CH3:26][CH2:27][OH:28].[ClH:29].[OH2:25]>>[nH:5]1[c:6](=[O:24])[c:7]2[n:8]([c:9]3[cH:10][cH:11][cH:12][cH:13][c:14]13)[cH:15][n:16][c:17]2-[c:18]1[cH:19][c:20]([CH3:23])[n:21][o:22]1. The reactants are [BH3-]C#N, CCOC1(O[Si](C)(C)C)CC1, CC(=O)O, CO, O=[N+]([O-])c1ccc(N2CCNCC2)cc1, [Na+]. Yields the product O=[N+]([O-])c1ccc(N2CCN(C3CC3)CC2)cc1. Reaction SMILES: [C:31]([BH3-:32])#[N:33].[CH2:20]([O:21][C:23]1([O:22][Si:26]([CH3:27])([CH3:28])[CH3:29])[CH2:24][CH2:25]1)[CH3:30].[CH3:16][C:17](=[O:18])[OH:19].[CH3:35][OH:36].[N+:1](=[O:2])([O-:3])[c:4]1[cH:5][cH:6][c:7]([N:10]2[CH2:11][CH2:12][NH:13][CH2:14][CH2:15]2)[cH:8][cH:9]1.[Na+:34]>>[N+:1](=[O:2])([O-:3])[c:4]1[cH:5][cH:6][c:7]([N:10]2[CH2:11][CH2:12][N:13]([CH:23]3[CH2:24][CH2:25]3)[CH2:14][CH2:15]2)[cH:8][cH:9]1.